From a dataset of the Open Reaction Database (ORD), a public repository of structured organic reaction records. describe an organic reaction: reactants, conditions, products, and yield The product is CC(C)(C)c1cc(N)c(C(=O)N2CCNC(=O)CC2)[nH]1. The reactants are CC(C)(C)c1cc(NC(=O)OCc2ccccc2)c(C(=O)N2CCNC(=O)CC2)[nH]1, CO. RXN SMILES: [C:1]([CH3:2])([CH3:3])([CH3:4])[c:5]1[cH:6][c:7]([NH:20][C:21](=[O:22])[O:23][CH2:24][c:25]2[cH:26][cH:27][cH:28][cH:29][cH:30]2)[c:8]([C:10](=[O:11])[N:12]2[CH2:13][CH2:14][NH:15][C:16](=[O:19])[CH2:17][CH2:18]2)[nH:9]1.[CH3:31][OH:32]>>[C:1]([CH3:2])([CH3:3])([CH3:4])[c:5]1[cH:6][c:7]([NH2:20])[c:8]([C:10](=[O:11])[N:12]2[CH2:13][CH2:14][NH:15][C:16](=[O:19])[CH2:17][CH2:18]2)[nH:9]1. Starting materials: S(O)(O)(=O)=O (sulfuric acid), [N+](=O)(O)[O-] (nitric acid), OC1=C(C(=O)O)C=CC=C1C(=O)O (2-hydroxyisophthalic acid). Solvent: O (water), C(C)(=O)O (acetic acid), C(C)(=O)O (acetic acid), C(C)(=O)O (acetic acid). Conditions: time 10 minute. Yields the product [N+](=O)([O-])C=1C=C(C(=C(C(=O)O)C1)O)C(=O)O (5-nitro-2-hydroxyisophthalic acid). As a reaction SMILES: S(=O)(=O)(O)O.[N+:6]([O-:9])(O)=[O:7].[OH:10][C:11]1[C:19]([C:20]([OH:22])=[O:21])=[CH:18][CH:17]=[CH:16][C:12]=1[C:13]([OH:15])=[O:14]>C(O)(=O)C.O>[N+:6]([C:17]1[CH:16]=[C:12]([C:13]([OH:15])=[O:14])[C:11]([OH:10])=[C:19]([CH:18]=1)[C:20]([OH:22])=[O:21])([O-:9])=[O:7]. Procedure: A mixture of 40 ml of sulfuric acid and 33 ml of nitric acid is stirred for 10 minutes and then 10 ml of acetic acid is added. To this is added a suspension of 10 g of 2-hydroxyisophthalic acid (Org. Syn., Vol. 5, p. 617) in 20 ml of acetic acid slowly with cooling in a water bath. A 10 ml portion of acetic acid is added. The reaction mixture is dissolved in water and extracted with ether. The ether is washed with saturated saline, dried over sodium sulfate and evaporated giving 5-nitro-2-hydrox... The reactants are ON=C1CCc2c(c(-c3ccc(Cl)cc3)nn2Cc2ccccc2)C1, Clc1ccc(-c2nn(Cc3ccccc3)c3c2CCNCC3)cc1, C1CCOC1, Cl. Yields the product O=C1CCc2c(c(-c3ccc(Cl)cc3)nn2Cc2ccccc2)C1. Reaction SMILES: [CH2:1]([n:2]1[c:3]2[c:9]([c:10](-[c:11]3[cH:12][cH:13][c:14]([Cl:15])[cH:16][cH:17]3)[n:19]1)[CH2:8][C:6](=[N:7][OH:18])[CH2:5][CH2:4]2)[c:20]1[cH:21][cH:22][cH:23][cH:24][cH:25]1.[CH2:26]([c:27]1[cH:28][cH:29][cH:30][cH:31][cH:32]1)[n:33]1[n:34][c:35](-[c:43]2[cH:44][cH:45][c:46]([Cl:49])[cH:47][cH:48]2)[c:36]2[c:42]1[CH2:41][CH2:40][NH:39][CH2:38][CH2:37]2.[CH2:51]1[O:52][CH2:53][CH2:54][CH2:55]1.[ClH:50]>>[O:18]=[C:38]1[CH2:37][c:36]2[c:35](-[c:43]3[cH:44][cH:45][c:46]([Cl:49])[cH:47][cH:48]3)[n:34][n:33]([CH2:26][c:27]3[cH:28][cH:29][cH:30][cH:31][cH:32]3)[c:42]2[CH2:41][CH2:40]1. The reactants are CS(=O)(=O)c1ccc(B(O)O)cc1, [Na+], [Na+], O=C([O-])[O-], C1COCCO1, Cl[Pd]Cl, Cc1ccc(S(=O)(=O)OC(=CC2CCOCC2)c2cc3cccnc3n2S(=O)(=O)c2ccccc2)cc1, c1ccc(P(c2ccccc2)c2ccccc2)cc1, c1ccc(P(c2ccccc2)c2ccccc2)cc1. The product is CS(=O)(=O)c1ccc(C(=CC2CCOCC2)c2cc3cccnc3n2S(=O)(=O)c2ccccc2)cc1. RXN SMILES: [CH3:38][S:39](=[O:40])(=[O:41])[c:42]1[cH:43][cH:44][c:45]([B:48]([OH:49])[OH:50])[cH:46][cH:47]1.[Na+:51].[Na+:52].[O-:53][C:54](=[O:55])[O-:56].[O:57]1[CH2:58][CH2:59][O:60][CH2:61][CH2:62]1.[Pd:63]([Cl:64])[Cl:65].[c:1]1([S:7](=[O:8])(=[O:9])[n:10]2[c:11]([C:19](=[CH:20][CH:21]3[CH2:22][CH2:23][O:24][CH2:25][CH2:26]3)[O:27][S:28]([c:29]3[cH:30][cH:31][c:32]([CH3:33])[cH:34][cH:35]3)(=[O:36])=[O:37])[cH:12][c:13]3[c:14]2[n:15][cH:16][cH:17][cH:18]3)[cH:2][cH:3][cH:4][cH:5][cH:6]1.[c:66]1([P:67]([c:68]2[cH:69][cH:70][cH:71][cH:72][cH:73]2)[c:74]2[cH:75][cH:76][cH:77][cH:78][cH:79]2)[cH:80][cH:81][cH:82][cH:83][cH:84]1.[c:85]1([P:86]([c:87]2[cH:88][cH:89][cH:90][cH:91][cH:92]2)[c:93]2[cH:94][cH:95][cH:96][cH:97][cH:98]2)[cH:99][cH:100][cH:101][cH:102][cH:103]1>>[c:1]1([S:7](=[O:8])(=[O:9])[n:10]2[c:11]([C:19](=[CH:20][CH:21]3[CH2:22][CH2:23][O:24][CH2:25][CH2:26]3)[c:45]3[cH:44][cH:43][c:42]([S:39]([CH3:38])(=[O:40])=[O:41])[cH:47][cH:46]3)[cH:12][c:13]3[c:14]2[n:15][cH:16][cH:17][cH:18]3)[cH:2][cH:3][cH:4][cH:5][cH:6]1. Starting materials: [N+](=O)([O-])CC(CC(=O)OCC)C=1OC2=C(C1)C=CC=C2 (Ethyl 4-nitro-3-(2-benzofuryl)butyrate), [H][H] (hydrogen). Reagents/catalysts: [Ni] (Raney Nickel). The solvent is C(C)O (ethanol). Conditions: temperature 100 celsius, time 7 hour. Yields the product O1C(=CC2=C1C=CC=C2)C2CC(NC2)=O (4-(2-Benzofuryl)pyrrolidin-2-one). As a reaction SMILES: [N+:1]([CH2:4][CH:5]([C:12]1[O:13][C:14]2[CH:20]=[CH:19][CH:18]=[CH:17][C:15]=2[CH:16]=1)[CH2:6][C:7](OCC)=[O:8])([O-])=O.[H][H]>C(O)C.[Ni]>[O:13]1[C:14]2[CH:20]=[CH:19][CH:18]=[CH:17][C:15]=2[CH:16]=[C:12]1[CH:5]1[CH2:4][NH:1][C:7](=[O:8])[CH2:6]1. Reported procedure: Ester (IV) (81.5 g; 0.297 mole) obtained in b) is dissolved in 500 ml ethanol and hydrogenated at ordinary pressure at 55° C. in the presence of 10 g Raney Nickel. The hydrogen required for the reaction (14.8 l) is taken up within 7 hours. After filtration of the catalyst and evaporation of the ethanol, the oily residue is heated at 100° C. under the vacuum of a water pump, for 2 hours. On trituration with isopropyl ether, the product crystallizes. M.P. (inst.)=142° C. Weight: 47.9 g (80%). The reactants are CC#N, CCOC(C)=O, CCN(C(C)C)C(C)C, CCOc1cc(CC)cc(C(Cl)c2nc(-c3ccccc3)cn2C(c2ccccc2)(c2ccccc2)c2ccccc2)c1F, ClCCl, CC(C)(C)OC(=O)N(C(=O)OC(C)(C)C)c1nccc2cc(N)ccc12. Yields the product CCOc1cc(CC)cc(C(Nc2ccc3c(N(C(=O)OC(C)(C)C)C(=O)OC(C)(C)C)nccc3c2)c2nc(-c3ccccc3)cn2C(c2ccccc2)(c2ccccc2)c2ccccc2)c1F. Reaction SMILES: [CH3:80][C:81]#[N:82].[CH3:86][CH2:87][O:88][C:89]([CH3:90])=[O:91].[CH:45]([N:46]([CH2:47][CH3:48])[CH:49]([CH3:50])[CH3:51])([CH3:52])[CH3:53].[Cl:1][CH:2]([c:3]1[n:4]([C:14]([c:15]2[cH:16][cH:17][cH:18][cH:19][cH:20]2)([c:21]2[cH:22][cH:23][cH:24][cH:25][cH:26]2)[c:27]2[cH:28][cH:29][cH:30][cH:31][cH:32]2)[cH:5][c:6](-[c:8]2[cH:9][cH:10][cH:11][cH:12][cH:13]2)[n:7]1)[c:33]1[c:34]([F:44])[c:35]([O:41][CH2:42][CH3:43])[cH:36][c:37]([CH2:39][CH3:40])[cH:38]1.[Cl:83][CH2:84][Cl:85].[NH2:54][c:55]1[cH:56][c:57]2[cH:58][cH:59][n:60][c:61]([N:65]([C:66](=[O:67])[O:68][C:69]([CH3:70])([CH3:71])[CH3:72])[C:73](=[O:74])[O:75][C:76]([CH3:77])([CH3:78])[CH3:79])[c:62]2[cH:63][cH:64]1>>[CH:2]([c:3]1[n:4]([C:14]([c:15]2[cH:16][cH:17][cH:18][cH:19][cH:20]2)([c:21]2[cH:22][cH:23][cH:24][cH:25][cH:26]2)[c:27]2[cH:28][cH:29][cH:30][cH:31][cH:32]2)[cH:5][c:6](-[c:8]2[cH:9][cH:10][cH:11][cH:12][cH:13]2)[n:7]1)([c:33]1[c:34]([F:44])[c:35]([O:41][CH2:42][CH3:43])[cH:36][c:37]([CH2:39][CH3:40])[cH:38]1)[NH:54][c:55]1[cH:56][c:57]2[cH:58][cH:59][n:60][c:61]([N:65]([C:66](=[O:67])[O:68][C:69]([CH3:70])([CH3:71])[CH3:72])[C:73](=[O:74])[O:75][C:76]([CH3:77])([CH3:78])[CH3:79])[c:62]2[cH:63][cH:64]1.